Dataset: the Open Reaction Database (ORD), a public repository of structured organic reaction records. Task: describe an organic reaction: reactants, conditions, products, and yield Reactants: CCOC(=O)CBr, O=C([O-])[O-], CC#N, CC(C)=O, Nc1nc(S)ncc1C(=O)Nc1ccc(F)cc1, [Na+], [Na+], O. The product is CCOC(=O)CSc1ncc(C(=O)Nc2ccc(F)cc2)c(N)n1. Reaction SMILES: [Br:1][CH2:2][C:3](=[O:4])[O:5][CH2:6][CH3:7].[C:26](=[O:27])([O-:28])[O-:29].[CH3:32][C:33]#[N:34].[CH3:36][C:37](=[O:38])[CH3:39].[F:8][c:9]1[cH:10][cH:11][c:12]([NH:15][C:16](=[O:17])[c:18]2[c:19]([NH2:25])[n:20][c:21]([SH:24])[n:22][cH:23]2)[cH:13][cH:14]1.[Na+:30].[Na+:31].[OH2:35]>>[CH2:2]([C:3](=[O:4])[O:5][CH2:6][CH3:7])[S:24][c:21]1[n:20][c:19]([NH2:25])[c:18]([C:16]([NH:15][c:12]2[cH:11][cH:10][c:9]([F:8])[cH:14][cH:13]2)=[O:17])[cH:23][n:22]1. The reactants are CCC(C)Br, O=C([O-])[O-], CN(C)C=O, CCOC(C)=O, [Cs+], [Cs+], CCCc1nc(C)c(-c2ccc(O)cc2)c(=O)n1Cc1ccc(-c2ccccc2C#N)cc1. Product: CCCc1nc(C)c(-c2ccc(OC(C)CC)cc2)c(=O)n1Cc1ccc(-c2ccccc2C#N)cc1. RXN SMILES: [Br:1][CH:2]([CH3:3])[CH2:4][CH3:5].[C:6](=[O:7])([O-:8])[O-:9].[CH3:45][N:46]([CH3:47])[CH:48]=[O:49].[CH3:50][CH2:51][O:52][C:53](=[O:54])[CH3:55].[Cs+:10].[Cs+:11].[OH:12][c:13]1[cH:14][cH:15][c:16](-[c:19]2[c:20]([CH3:44])[n:21][c:22]([CH2:41][CH2:42][CH3:43])[n:23]([CH2:26][c:27]3[cH:28][cH:29][c:30](-[c:33]4[c:34]([C:39]#[N:40])[cH:35][cH:36][cH:37][cH:38]4)[cH:31][cH:32]3)[c:24]2=[O:25])[cH:17][cH:18]1>>[CH:2]([CH3:3])([CH2:4][CH3:5])[O:12][c:13]1[cH:14][cH:15][c:16](-[c:19]2[c:20]([CH3:44])[n:21][c:22]([CH2:41][CH2:42][CH3:43])[n:23]([CH2:26][c:27]3[cH:28][cH:29][c:30](-[c:33]4[c:34]([C:39]#[N:40])[cH:35][cH:36][cH:37][cH:38]4)[cH:31][cH:32]3)[c:24]2=[O:25])[cH:17][cH:18]1. Reactants: ClC=1C=CC=C2C=C(N=C(C12)C=C)[C@H](C)NC(OCC1C2=CC=CC=C2C=2C=CC=CC12)=O ((S)-(9H-fluoren-9-yl)methyl 1-(8-chloro-1-vinylisoquinolin-3-yl)ethylcarbamate), O1CCOCC1 (1,4-dioxane), NaIO4. The reagents and catalysts are O=[Os](=O)(=O)=O (OsO4). Run in O (water), O (water). Reaction conditions: time 30 minute. Yields the product ClC=1C=CC=C2C=C(N=C(C12)C=O)[C@H](C)NC(OCC1C2=CC=CC=C2C=2C=CC=CC12)=O ((S)-(9H-fluoren-9-yl)methyl 1-(8-chloro-1-formylisoquinolin-3-yl)ethylcarbamate). Reaction SMILES: [Cl:1][C:2]1[CH:3]=[CH:4][CH:5]=[C:6]2[C:11]=1[C:10]([CH:12]=C)=[N:9][C:8]([C@@H:14]([NH:16][C:17](=[O:33])[O:18][CH2:19][CH:20]1[C:32]3[CH:31]=[CH:30][CH:29]=[CH:28][C:27]=3[C:26]3[C:21]1=[CH:22][CH:23]=[CH:24][CH:25]=3)[CH3:15])=[CH:7]2.[O:34]1CCOCC1>O.O=[Os](=O)(=O)=O>[Cl:1][C:2]1[CH:3]=[CH:4][CH:5]=[C:6]2[C:11]=1[C:10]([CH:12]=[O:34])=[N:9][C:8]([C@@H:14]([NH:16][C:17](=[O:33])[O:18][CH2:19][CH:20]1[C:21]3[CH:22]=[CH:23][CH:24]=[CH:25][C:26]=3[C:27]3[C:32]1=[CH:31][CH:30]=[CH:29][CH:28]=3)[CH3:15])=[CH:7]2. Procedure details: To a suspension of (S)-(9H-fluoren-9-yl)methyl 1-(8-chloro-1-vinylisoquinolin-3-yl)ethylcarbamate (347) (10.6 g, 23.3 mmol, 1.0 eq) in 1,4-dioxane (200 mL) and water (100 mL), OsO4 (50 mg) was added and the resulting mixture was stirred at RT for 30 min. To this mixture, NaIO4 (15 g, 69.9 mmol, 3.0 eq) was added, and then the mixture was stirred at RT for 16 h. The mixture reaction was poured into water (200 mL) and extracted with ethyl acetate (3×100 mL). The organic layer was washed with water... The reactants are [C@@H]1(C[C@H](O)[C@@H](CO)O1)N1C(=O)NC(=O)C(C)=C1 (thymidine), NC1=NC(=C2N=CNC2=N1)N(C)C (2-Amino-6-dimethylamino-9H-purine), Purine nucleoside, F[C@H]1C[C@@H](O[C@@H]1CO)N1C(=O)NC(=O)C=C1 (2',3'-dideoxy-3'-fluorouridine), [N-]=[N+]=[N-].[K+] (potassium azide). The solvent is CO (MeOH), P(=O)([O-])([O-])[O-].[K+].[K+].[K+] (potassium phosphate). Conditions: temperature 45 celsius, time 19 day. Yields the product NC1=NC(=C2N=CN(C2=N1)[C@H]1C[C@@H]([C@H](O1)CO)F)N(C)C (2-amino-9-(2,3-dideoxy-3-fluoro-β-D-erythro-pentofuranosyl)-6-(dimethylamino)-9H-purine). Isolated yield 26.1%. RXN SMILES: [NH2:1][C:2]1[N:10]=[C:9]2[C:5]([N:6]=[CH:7][NH:8]2)=[C:4]([N:11]([CH3:13])[CH3:12])[N:3]=1.[F:14][C@@H:15]1[C@@H:19]([CH2:20][OH:21])[O:18][C@@H:17](N2C=CC(=O)NC2=O)[CH2:16]1.[N-]=[N+]=[N-].[K+].[C@@H]1(N2C=C(C)C(=O)NC2=O)O[C@H](CO)[C@@H](O)C1>P([O-])([O-])([O-])=O.[K+].[K+].[K+].CO>[NH2:1][C:2]1[N:10]=[C:9]2[C:5]([N:6]=[CH:7][N:8]2[C@@H:17]2[O:18][C@H:19]([CH2:20][OH:21])[C@@H:15]([F:14])[CH2:16]2)=[C:4]([N:11]([CH3:13])[CH3:12])[N:3]=1 |f:2.3,5.6.7.8|. Reported procedure: 2-Amino-6-dimethylamino-9H-purine (0.46 g, 2.6 mmoles) and 2',3'-dideoxy-3'-fluorouridine (0.50 g, 2.2 mmoles) were suspended in potassium phosphate buffer (50 ml, 10 mM), pH 7.0, containing potassium azide 0.04%. Purine nucleoside phosphorylase (1120 I.U.) and thymidine phosphorylase (10,000 I.U.) (Krenitsky et al., Biochemistry, 20, 3615 (1981) and U.S. Pat. No. 4,381,344) immobilized on DEAE cellulose was added to the reaction and the suspension was stirred at 45° C. After 19 days, MeOH (170 ...